Dataset: the Open Reaction Database (ORD), a public repository of structured organic reaction records. Task: describe an organic reaction: reactants, conditions, products, and yield Starting materials: [Al+3], COc1ccc(C2OCC(COC(C(F)(F)F)(C(F)(F)F)C(F)(F)F)(COC(C(F)(F)F)(C(F)(F)F)C(F)(F)F)CO2)cc1, COc1ccccc1, [Cl-], [Cl-], [Cl-], ClCCl. Product: OCC(CO)(COC(C(F)(F)F)(C(F)(F)F)C(F)(F)F)COC(C(F)(F)F)(C(F)(F)F)C(F)(F)F. Reaction SMILES: [Al+3:54].[CH3:1][O:2][c:3]1[cH:4][cH:5][c:6]([CH:7]2[O:10][CH2:11][C:12]([CH2:15][O:16][C:17]([C:18]([F:19])([F:20])[F:21])([C:22]([F:23])([F:24])[F:25])[C:26]([F:27])([F:28])[F:29])([CH2:30][O:31][C:32]([C:33]([F:34])([F:35])[F:36])([C:37]([F:38])([F:39])[F:40])[C:41]([F:42])([F:43])[F:44])[CH2:13][O:14]2)[cH:8][cH:9]1.[CH3:45][O:46][c:47]1[cH:48][cH:49][cH:50][cH:51][cH:52]1.[Cl-:53].[Cl-:55].[Cl-:56].[Cl:57][CH2:58][Cl:59]>>[OH:10][CH2:11][C:12]([CH2:13][OH:14])([CH2:15][O:16][C:17]([C:18]([F:19])([F:20])[F:21])([C:22]([F:23])([F:24])[F:25])[C:26]([F:27])([F:28])[F:29])[CH2:30][O:31][C:32]([C:33]([F:34])([F:35])[F:36])([C:37]([F:38])([F:39])[F:40])[C:41]([F:42])([F:43])[F:44]. Starting materials: [BH4-], CC(C)(C)CN(CC=O)c1ccc(C#N)c(C(F)(F)F)c1, CO, [Cl-], [NH4+], [Na+]. Yields the product CC(C)(C)CN(CCO)c1ccc(C#N)c(C(F)(F)F)c1. As a reaction SMILES: [BH4-:22].[CH3:1][C:2]([CH2:3][N:4]([c:5]1[cH:6][c:7]([C:13]([F:14])([F:15])[F:16])[c:8]([C:9]#[N:10])[cH:11][cH:12]1)[CH2:17][CH:18]=[O:19])([CH3:20])[CH3:21].[CH3:26][OH:27].[Cl-:24].[NH4+:25].[Na+:23]>>[CH3:1][C:2]([CH2:3][N:4]([c:5]1[cH:6][c:7]([C:13]([F:14])([F:15])[F:16])[c:8]([C:9]#[N:10])[cH:11][cH:12]1)[CH2:17][CH2:18][OH:19])([CH3:20])[CH3:21]. Starting materials: O[C@H](C[C@@H]1C=2C=3C(=NC=NC3SC2CC1)OC1CCC(CC1)N(C(OC(C)(C)C)=O)C)C1=NN(C=C1)COCC[Si](C)(C)C (tert-butyl N-(4-[[(3R)-3-[(2R)-2-hydroxy-2-(1-[[2-(trimethylsilyl)ethoxy]methyl]-1H-pyrazol-3-yl)ethyl]-7-thia-9,11-diazatricyclo[6.4.0.0[2,6]]dodeca-1(8),2(6),9,11-tetraen-12-yl]oxy]cyclohexyl)-N-methylcarbamate), Cl (hydrochloric acid). The solvent is ClCCl (dichloromethane). Run at temperature 0 celsius. Yields the product Cl.CNC1CCC(CC1)OC1=NC=NC=2SC=3CC[C@@H](C3C12)C[C@@H](O)C1=NNC=C1 ((1R)-2-[(3R)-12-[[4-(methylamino)cyclohexyl]oxy]-7-thia-9,11-diazatricyclo[6.4.0.0[2,6]]dodeca-1(8),2(6),9,11-tetraen-3-yl]-1-(1H-pyrazol-3-yl)ethan-1-ol hydrochloride). As a reaction SMILES: [OH:1][C@@H:2]([C:32]1[CH:36]=[CH:35][N:34](COCC[Si](C)(C)C)[N:33]=1)[CH2:3][C@H:4]1[CH2:15][CH2:14][C:13]2[S:12][C:11]3[N:10]=[CH:9][N:8]=[C:7]([O:16][CH:17]4[CH2:22][CH2:21][CH:20]([N:23](C)[C:24](=O)OC(C)(C)C)[CH2:19][CH2:18]4)[C:6]=3[C:5]1=2.[ClH:45]>ClCCl>[ClH:45].[CH3:24][NH:23][CH:20]1[CH2:19][CH2:18][CH:17]([O:16][C:7]2[C:6]3[C:5]4[C@@H:4]([CH2:3][C@H:2]([C:32]5[CH:36]=[CH:35][NH:34][N:33]=5)[OH:1])[CH2:15][CH2:14][C:13]=4[S:12][C:11]=3[N:10]=[CH:9][N:8]=2)[CH2:22][CH2:21]1 |f:3.4|. Reported procedure: A solution of tert-butyl N-(4-[[(3R)-3-[(2R)-2-hydroxy-2-(1-[[2-(trimethylsilyl)ethoxy]methyl]-1H-pyrazol-3-yl)ethyl]-7-thia-9,11-diazatricyclo[6.4.0.0[2,6]]dodeca-1(8),2(6),9,11-tetraen-12-yl]oxy]cyclohexyl)-N-methylcarbamate (70 mg, 0.11 mmol, 1.00 equiv) in dichloromethane (10 mL) was added hydrochloric acid (2 M, 1 mL) with stirring at 0° C. The resulting solution was stirred for 24 h at room temperature and concentrated under vacuum to give 60 mg of the crude (1R)-2-[(3R)-12-[[4-(methylamin... Reactants: NC([C@H](CC1=CC=C(C=C1)C=1C=CC2=C(N(C(S2)=O)CCOC)C1)NC(=O)C1(CCOCC1)NC(OC(C)(C)C)=O)=O ((S)-tert-Butyl 4-(1-amino-3-(4-(3-(2-methoxyethyl)-2-oxo-2,3-dihydrobenzo[d]thiazol-5-yl)phenyl)-1-oxopropan-2-ylcarbamoyl)tetrahydro-2H-pyran-4-ylcarbamate), CC[N+](CC)(CC)S(=O)(=O)N=C([O-])OC (Burgess' reagent). The solvent is ClCCl (dichloromethane). Reaction conditions: time 18 hour. The product is C(#N)[C@H](CC1=CC=C(C=C1)C=1C=CC2=C(N(C(S2)=O)CCOC)C1)NC(=O)C1(CCOCC1)NC(OC(C)(C)C)=O ((S)-tert-Butyl 4-(1-cyano-2-(4-(3-(2-methoxyethyl)-2-oxo-2,3-dihydrobenzo[d]thiazol-5-yl)phenyl)ethylcarbamoyl)tetrahydro-2H-pyran-4-ylcarbamate). Yield: 119.1%. As a reaction SMILES: [NH2:1][C:2](=O)[C@@H:3]([NH:25][C:26]([C:28]1([NH:34][C:35](=[O:41])[O:36][C:37]([CH3:40])([CH3:39])[CH3:38])[CH2:33][CH2:32][O:31][CH2:30][CH2:29]1)=[O:27])[CH2:4][C:5]1[CH:10]=[CH:9][C:8]([C:11]2[CH:12]=[CH:13][C:14]3[S:18][C:17](=[O:19])[N:16]([CH2:20][CH2:21][O:22][CH3:23])[C:15]=3[CH:24]=2)=[CH:7][CH:6]=1.CC[N+](S(N=C(OC)[O-])(=O)=O)(CC)CC>ClCCl>[C:2]([C@@H:3]([NH:25][C:26]([C:28]1([NH:34][C:35](=[O:41])[O:36][C:37]([CH3:39])([CH3:38])[CH3:40])[CH2:29][CH2:30][O:31][CH2:32][CH2:33]1)=[O:27])[CH2:4][C:5]1[CH:6]=[CH:7][C:8]([C:11]2[CH:12]=[CH:13][C:14]3[S:18][C:17](=[O:19])[N:16]([CH2:20][CH2:21][O:22][CH3:23])[C:15]=3[CH:24]=2)=[CH:9][CH:10]=1)#[N:1]. Reported procedure: (S)-tert-Butyl 4-(1-amino-3-(4-(3-(2-methoxyethyl)-2-oxo-2,3-dihydrobenzo[d]thiazol-5-yl)phenyl)-1-oxopropan-2-ylcarbamoyl)tetrahydro-2H-pyran-4-ylcarbamate (Example 9, step (iii), 155 mg) in dichloromethane (8 mL) was treated with Burgess' reagent (123 mg) and the mixture was stirred at room temperature for 18 h. The solvent was partially evaporated and the mixture was purified by chromatography on silica using ethyl acetate/isohexane (1:1) as eluent to yield the sub-titled compound (179 mg). Reactants: FC(C(=O)O)(F)F (Trifluoroacetic acid), C(C1=CC=CC=C1)OC(=O)NCCCC[C@H](C(=O)O[C@@H]1[C@@H](O[C@H]([C@@H]1O)N1C2=NC=NC(=C2N=C1)N)COP(=O)(O)O[C@@H]1[C@H](O[C@H](C1)N1C(N=C(C=C1)N)=O)COP(=O)(O)O)NC(=O)OC(C)(C)C ((2S)-(2R,3S,4R,5R)-2-((((((2R,3S,5R)-5-(4-amino-2-oxopyrimidin-1(2H)-yl)-2-((phosphonooxy)methyl)tetrahydrofuran-3-yl)oxy)(hydroxy)phosphoryl)oxy)methyl)-5-(6-amino-9H-purin-9-yl)-4-hydroxytetrahydrofuran-3-yl 6-(((benzyloxy)carbonyl)amino)-2-((tert-butoxycarbonyl)amino)hexanoate). The solvent is ClCCl (dichloromethane). Conditions: time 40 minute. Yields the product N[C@@H](C(=O)O[C@@H]1[C@@H](O[C@H]([C@@H]1O)N1C2=NC=NC(=C2N=C1)N)COP(=O)(O)O[C@@H]1[C@H](O[C@H](C1)N1C(N=C(C=C1)N)=O)COP(=O)(O)O)CCCCNC(=O)OCC1=CC=CC=C1 ((2S)-(2R,3S,4R,5R)-2-((((((2R,3S,5R)-5-(4-amino-2-oxopyrimidin-1(2H)-yl)-2-((phosphonooxy)methyl)tetrahydrofuran-3-yl)oxy)(hydroxy)phosphoryl)oxy)methyl)-5-(6-amino-9H-purin-9-yl)-4-hydroxytetrahydrofuran-3-yl 2-amino-6-(((benzyloxy)carbonyl)amino)hexanoate). The yield is 78.5%. As a reaction SMILES: FC(F)(F)C(O)=O.[CH2:8]([O:15][C:16]([NH:18][CH2:19][CH2:20][CH2:21][CH2:22][C@@H:23]([NH:68]C(OC(C)(C)C)=O)[C:24]([O:26][C@H:27]1[C@@H:31]([OH:32])[C@H:30]([N:33]2[CH:41]=[N:40][C:39]3[C:34]2=[N:35][CH:36]=[N:37][C:38]=3[NH2:42])[O:29][C@H:28]1[CH2:43][O:44][P:45]([O:48][C@H:49]1[CH2:53][C@H:52]([N:54]2[CH:59]=[CH:58][C:57]([NH2:60])=[N:56][C:55]2=[O:61])[O:51][C@@H:50]1[CH2:62][O:63][P:64]([OH:67])([OH:66])=[O:65])([OH:47])=[O:46])=[O:25])=[O:17])[C:9]1[CH:14]=[CH:13][CH:12]=[CH:11][CH:10]=1>ClCCl>[NH2:68][C@H:23]([CH2:22][CH2:21][CH2:20][CH2:19][NH:18][C:16]([O:15][CH2:8][C:9]1[CH:10]=[CH:11][CH:12]=[CH:13][CH:14]=1)=[O:17])[C:24]([O:26][C@H:27]1[C@@H:31]([OH:32])[C@H:30]([N:33]2[CH:41]=[N:40][C:39]3[C:34]2=[N:35][CH:36]=[N:37][C:38]=3[NH2:42])[O:29][C@H:28]1[CH2:43][O:44][P:45]([O:48][C@H:49]1[CH2:53][C@H:52]([N:54]2[CH:59]=[CH:58][C:57]([NH2:60])=[N:56][C:55]2=[O:61])[O:51][C@@H:50]1[CH2:62][O:63][P:64]([OH:67])([OH:66])=[O:65])([OH:47])=[O:46])=[O:25]. Procedure: Trifluoroacetic acid (0.075 mL) was added to a solution of (2S)-(2R,3S,4R,5R)-2-((((((2R,3S,5R)-5-(4-amino-2-oxopyrimidin-1(2H)-yl)-2-((phosphonooxy)methyl)tetrahydrofuran-3-yl)oxy)(hydroxy)phosphoryl)oxy)methyl)-5-(6-amino-9H-purin-9-yl)-4-hydroxytetrahydrofuran-3-yl 6-(((benzyloxy)carbonyl)amino)-2-((tert-butoxycarbonyl)amino)hexanoate (Compound tk46) (18.6 mg, 0.019 mmol) in dichloromethane (1 mL), and the mixture was stirred at room temperature for 40 minutes. Following concentration under r... Reactants: C(C)(C)(C)OC(=O)C1=C(SC=2C(OCCC21)CN)N (2-amino-7-aminomethyl-4,7-dihydro-5H-thieno[2,3-c]pyran-3-carboxylic acid tert-butyl ester), N([C@H](C(C)C)C(=O)O)C(=O)C (Ac-D-Val-OH), C(C)(C)N(C(C)C)CC (N,N-diisopropylethylamine), ON1N=NC2=C1C=CC=C2 (1-hydroxybenzotriazole), Cl.C(C)N=C=NCCCN(C)C (1-ethyl-3-(3-dimethylamino-propyl)carbodiimide hydrochloride). Solvent: ClCCl (dichloromethane), ClCCl (dichloromethane), ClCCl (dichloromethane), CN(C=O)C (N,N-dimethylformamide). The product is C(C)(C)(C)OC(=O)C1=C(SC=2C(OCCC21)CNC([C@@H](C(C)C)NC(C)=O)=O)N (7-((2-(R)-acetylamino-3-methyl-butyrylamino)methyl)-2-amino-4,7-dihydro-5H-thieno[2,3-c]pyran-3-carboxylic acid tert-butyl ester). Yield: 89.5%. Reaction SMILES: [NH:1]([C:9]([CH3:11])=[O:10])[C@@H:2]([C:6]([OH:8])=O)[CH:3]([CH3:5])[CH3:4].ON1C2C=CC=CC=2N=N1.Cl.C(N=C=NCCCN(C)C)C.[C:34]([O:38][C:39]([C:41]1[C:49]2[CH2:48][CH2:47][O:46][CH:45]([CH2:50][NH2:51])[C:44]=2[S:43][C:42]=1[NH2:52])=[O:40])([CH3:37])([CH3:36])[CH3:35].C(N(CC)C(C)C)(C)C>ClCCl.CN(C)C=O>[C:34]([O:38][C:39]([C:41]1[C:49]2[CH2:48][CH2:47][O:46][CH:45]([CH2:50][NH:51][C:6](=[O:8])[C@H:2]([NH:1][C:9](=[O:10])[CH3:11])[CH:3]([CH3:4])[CH3:5])[C:44]=2[S:43][C:42]=1[NH2:52])=[O:40])([CH3:37])([CH3:35])[CH3:36] |f:2.3|. Procedure details: To a solution of Ac-D-Val-OH (0.17 g, 1.09 mmol) dissolved in dichloromethane (15 ml) was added N,N-dimethylformamide (1 ml), 1-hydroxybenzotriazole (0.15 g, 1.09 mmol) and 1-ethyl-3-(3-dimethylamino-propyl)carbodiimide hydrochloride (0.21 g, 1.09 mmol). The reaction mixture was stirred for 15 min. at room temperature at which time a solution of 2-amino-7-aminomethyl-4,7-dihydro-5H-thieno[2,3-c]pyran-3-carboxylic acid tert-butyl ester (0.31 g, 1.09 mmol) in dichloromethane (10 ml) was added foll... The reactants are CC1=C(C(CCC1)(C)C)/C=C/C(=C/C=C/C(=C/CO)/C)/C (retinol), C1(=CC=CC=C1)C (toluene), C(CCCCCCC\C=C/C[C@H](O)CCCCCC)(=O)O (ricinoleic acid), 435. Run at time 21 hour. Yields the product CC1=C(C(CCC1)(C)C)/C=C/C(=C/C=C/C(=C/CO)/C)/C (retinol), C(CCCCCCC\C=C/C[C@H](O)CCCCCC)(=O)[O-] (Ricinoleate). RXN SMILES: [CH3:1][C:2]1[CH2:7][CH2:6][CH2:5][C:4]([CH3:9])([CH3:8])[C:3]=1/[CH:10]=[CH:11]/[C:12](/[CH3:21])=[CH:13]/[CH:14]=[CH:15]/[C:16](/[CH3:20])=[CH:17]/[CH2:18][OH:19].C1(C)C=CC=CC=1.[C:29]([OH:49])(=[O:48])[CH2:30][CH2:31][CH2:32][CH2:33][CH2:34][CH2:35][CH2:36]/[CH:37]=[CH:38]\[CH2:39][C@@H:40]([CH2:42][CH2:43][CH2:44][CH2:45][CH2:46][CH3:47])[OH:41]>>[CH3:1][C:2]1[CH2:7][CH2:6][CH2:5][C:4]([CH3:8])([CH3:9])[C:3]=1/[CH:10]=[CH:11]/[C:12](/[CH3:21])=[CH:13]/[CH:14]=[CH:15]/[C:16](/[CH3:20])=[CH:17]/[CH2:18][OH:19].[C:29]([O-:49])(=[O:48])[CH2:30][CH2:31][CH2:32][CH2:33][CH2:34][CH2:35][CH2:36]/[CH:37]=[CH:38]\[CH2:39][C@@H:40]([CH2:42][CH2:43][CH2:44][CH2:45][CH2:46][CH3:47])[OH:41]. Procedure: To a vial was added retinol in toluene (54% retinol; 1.852 g; 1.0 g retinol; 3.49 mmol), ricinoleic acid (80%; 1.250 g; 4.19 mmol; 1.2 equiv), and Novozym 435 (1 g). The mixture was sealed and stirred at room temperature for 21 h to afford 83% conversion of retinol to 1b. Starting materials: C(C)(C)N(C(C)C)CC (N,N-diisopropylethyl amine), COC1=C(C=CC=C1)C1=C(C=C(C=C1)C(=O)N1CC=2N(CC3=C1C=CC=C3)C(=CC2)C(=O)O)C (10-[(2′-methoxy-2-methyl-[1,1′-biphenyl]-4-yl)carbonyl]-10,11-dihydro-5H-pyrrolo[2,1-c][1,4]benzodiazepine-3-carboxylic acid), CNC[C@H](O)[C@@H](O)[C@H](O)[C@H](O)CO (N-methyl-D-glucamine), O.ON1N=NC2=C1C=CC=C2 (1-hydroxybenzotriazole monohydrate), Cl.CN(CCCN=C=NCC)C (1-[3-(dimethylamino)propyl]-3-ethyl carbodiimide hydrochloride). Solvent: CN(C=O)C (N,N-dimethylformamide), C(C)(=O)OCC (ethyl acetate). Reaction conditions: time 8 hour. Product: CN(C(=O)C1=CC=C2CN(C3=C(CN21)C=CC=C3)C(=O)C3=CC(=C(C=C3)C3=C(C=CC=C3)OC)C)C[C@@H]([C@H]([C@@H]([C@@H](CO)O)O)O)O (10-[(2′-Methoxy-2-methyl-[1,1′-biphenyl]-4-yl)carbonyl]-10,11-dihydro-5H-pyrrolo[2,1-c][1,4]benzodiazepine-3-carboxylic acid methyl-[(2S,3R,4R, 5R)-2,3,4,5,6-pentahydroxy-hexyl)-amide). RXN SMILES: [CH3:1][O:2][C:3]1[CH:8]=[CH:7][CH:6]=[CH:5][C:4]=1[C:9]1[CH:14]=[CH:13][C:12]([C:15]([N:17]2[C:23]3[CH:24]=[CH:25][CH:26]=[CH:27][C:22]=3[CH2:21][N:20]3[C:28]([C:31](O)=[O:32])=[CH:29][CH:30]=[C:19]3[CH2:18]2)=[O:16])=[CH:11][C:10]=1[CH3:34].[CH3:35][NH:36][CH2:37][C@@H:38]([C@H:40]([C@@H:42]([C@@H:44]([CH2:46][OH:47])[OH:45])[OH:43])[OH:41])[OH:39].O.ON1C2C=CC=CC=2N=N1.Cl.CN(C)CCCN=C=NCC.C(N(CC)C(C)C)(C)C>CN(C)C=O.C(OCC)(=O)C>[CH3:35][N:36]([CH2:37][C@H:38]([OH:39])[C@@H:40]([OH:41])[C@H:42]([OH:43])[C@H:44]([OH:45])[CH2:46][OH:47])[C:31]([C:28]1[N:20]2[C:19]([CH2:18][N:17]([C:15]([C:12]3[CH:13]=[CH:14][C:9]([C:4]4[CH:5]=[CH:6][CH:7]=[CH:8][C:3]=4[O:2][CH3:1])=[C:10]([CH3:34])[CH:11]=3)=[O:16])[C:23]3[CH:24]=[CH:25][CH:26]=[CH:27][C:22]=3[CH2:21]2)=[CH:30][CH:29]=1)=[O:32] |f:2.3,4.5|. Procedure details: To a solution of 10-[(2′-methoxy-2-methyl-[1,1′-biphenyl]-4-yl)carbonyl]-10,11-dihydro-5H-pyrrolo[2,1-c][1,4]benzodiazepine-3-carboxylic acid of Example 14, Step E (0.70 g, 1.55 mmol), N-methyl-D-glucamine (0.36 g, 1.84 mmol) and 1-hydroxybenzotriazole monohydrate (0.23 g, 1.72 mmol) in N,N-dimethylformamide (6 mL) wad added 1-[3-(dimethylamino)propyl]-3-ethyl carbodiimide hydrochloride (0.33 g, 1.72 mmol) followed by N,N-diisopropylethyl amine (0.41 mL, 2.30 mmol). The reaction mixture was stir... Starting materials: C(C1=CC=CC=C1)N([C@H](CC(=O)OC(C)(C)C)CCCC)[C@@H](C)C1=CC=CC=C1 ((S)-tert-Butyl 3-(benzyl((S)-1-phenylethyl)amino)heptanoate), C(=O)(C(F)(F)F)O (TFA). Solvent: C(Cl)Cl (DCM). The product is C(C1=CC=CC=C1)N([C@H](CC(=O)O)CCCC)[C@@H](C)C1=CC=CC=C1 ((S)-3-(Benzyl((S)-1-phenylethyl)amino)heptanoic acid). Yield: 165.1%. RXN SMILES: [CH2:1]([N:8]([C@H:22]([C:24]1[CH:29]=[CH:28][CH:27]=[CH:26][CH:25]=1)[CH3:23])[C@@H:9]([CH2:18][CH2:19][CH2:20][CH3:21])[CH2:10][C:11]([O:13]C(C)(C)C)=[O:12])[C:2]1[CH:7]=[CH:6][CH:5]=[CH:4][CH:3]=1.C(O)(C(F)(F)F)=O>C(Cl)Cl>[CH2:1]([N:8]([C@H:22]([C:24]1[CH:25]=[CH:26][CH:27]=[CH:28][CH:29]=1)[CH3:23])[C@@H:9]([CH2:18][CH2:19][CH2:20][CH3:21])[CH2:10][C:11]([OH:13])=[O:12])[C:2]1[CH:3]=[CH:4][CH:5]=[CH:6][CH:7]=1. Procedure: The product from step (ii) (12 g) was dissolved in DCM (40 mL) and TFA (2 mL) and the reaction mixture stirred for 24 h. The solvents were evaporated to give the subtitle compound 17 g.